This data is from the Open Reaction Database (ORD), a public repository of structured organic reaction records. The task is: describe an organic reaction: reactants, conditions, products, and yield The reactants are C1(=CC=CC=C1)CC(=O)NCC(=O)O (phenylacetylglycine), CN1CCOCC1 (N-methyl morpholine), NCC(C)(C)N (1,2-diamino-2-methyl-propane), C([O-])([O-])=O.[K+].[K+] (potassium carbonate), ClC(=O)OCC (ethyl chloroformate). The solvent is C(Cl)(Cl)Cl (chloroform), O (water). Reaction conditions: temperature -23 celsius, time 5 minute. Yields the product NC(CNC(CNC(CC1=CC=CC=C1)=O)=O)(C)C (N1 -(2-amino-2-methylpropyl)-N2 -phenylacetylglycinamide). As a reaction SMILES: [C:1]1([CH2:7][C:8]([NH:10][CH2:11][C:12]([OH:14])=O)=[O:9])[CH:6]=[CH:5][CH:4]=[CH:3][CH:2]=1.CN1CCOCC1.ClC(OCC)=O.[NH2:28][CH2:29][C:30]([NH2:33])([CH3:32])[CH3:31].C(=O)([O-])[O-].[K+].[K+]>O.C(Cl)(Cl)Cl>[NH2:33][C:30]([CH3:32])([CH3:31])[CH2:29][NH:28][C:12](=[O:14])[CH2:11][NH:10][C:8](=[O:9])[CH2:7][C:1]1[CH:2]=[CH:3][CH:4]=[CH:5][CH:6]=1 |f:4.5.6|. Procedure: A mixture of phenylacetylglycine (10.0 g.), N-methyl morpholine (5.78 ml.) and chloroform (60 ml.) was stirred for 5 minutes. After cooling to -23° C., ethyl chloroformate (4.7 ml.) was added rapidly to the mixture during 1 minute, whereupon the temperture of the mixture rose to -15° C. After stirring for 1 minute, 1,2-diamino-2-methyl-propane (5.4 ml.) was added rapidly to the reaction mixture and the temperature was allowed to rise to room-temperature. After 1 hour at room temperature, the rea... Reactants: CCc1ccc(C(=O)c2ccc(Cl)cc2)c(O)c1, Cl, NO. Yields the product CCc1ccc(C(=NO)c2ccc(Cl)cc2)c(O)c1. As a reaction SMILES: [Cl:1][c:2]1[cH:3][cH:4][c:5]([C:8]([c:9]2[c:10]([OH:17])[cH:11][c:12]([CH2:15][CH3:16])[cH:13][cH:14]2)=[O:18])[cH:6][cH:7]1.[ClH:19].[NH2:20][OH:21]>>[Cl:1][c:2]1[cH:3][cH:4][c:5]([C:8]([c:9]2[c:10]([OH:17])[cH:11][c:12]([CH2:15][CH3:16])[cH:13][cH:14]2)=[N:20][OH:21])[cH:6][cH:7]1. Reactants: BrCc1ccccn1, Br, CC(C)(C)OC(=O)Nc1ccccc1NC(=O)c1cc2cc(O)ccc2s1, O=C([O-])[O-], CCOC(C)=O, [K+], [K+]. Product: CC(C)(C)OC(=O)Nc1ccccc1NC(=O)c1cc2cc(OCc3ccccn3)ccc2s1. RXN SMILES: [Br:34][CH2:35][c:36]1[n:37][cH:38][cH:39][cH:40][cH:41]1.[BrH:42].[C:1]([CH3:2])([CH3:3])([CH3:4])[O:5][C:6]([NH:7][c:8]1[c:9]([NH:14][C:15](=[O:16])[c:17]2[cH:18][c:19]3[c:20]([s:21]2)[cH:22][cH:23][c:24]([OH:26])[cH:25]3)[cH:10][cH:11][cH:12][cH:13]1)=[O:27].[C:28](=[O:29])([O-:30])[O-:31].[CH3:43][CH2:44][O:45][C:46](=[O:47])[CH3:48].[K+:32].[K+:33]>>[C:1]([CH3:2])([CH3:3])([CH3:4])[O:5][C:6]([NH:7][c:8]1[c:9]([NH:14][C:15](=[O:16])[c:17]2[cH:18][c:19]3[c:20]([s:21]2)[cH:22][cH:23][c:24]([O:26][CH2:35][c:36]2[n:37][cH:38][cH:39][cH:40][cH:41]2)[cH:25]3)[cH:10][cH:11][cH:12][cH:13]1)=[O:27].